Dataset: the Open Reaction Database (ORD), a public repository of structured organic reaction records. Task: describe an organic reaction: reactants, conditions, products, and yield The reactants are [OH-].[Na+] (sodium hydroxide), C(C)(=O)OC=1C=C(NC2=NC=NC3=CC(=C(C=C23)OC)OCC2=NC3=C(N2C)C=CC=C3)C=CC1C (4-(3 -acetoxy-4-methylanilino)-6-methoxy-7-((1-methylbenzimidazol-2-yl)methoxy)quinazoline), Cl (hydrochloric acid). Solvent: CO (methanol), C(Cl)Cl (methylene chloride), CO (methanol). Reaction conditions: time 25 minute. The product is Cl.OC=1C=C(NC2=NC=NC3=CC(=C(C=C23)OC)OCC2=NC3=C(N2C)C=CC=C3)C=CC1C (4-(3-hydroxy-4-methylanilino)-6-methoxy-7-((1-methylbenzimidazol-2-yl)methoxy)quinazoline hydrochloride). The yield is 37.0%. Reaction SMILES: [OH-].[Na+].C([O:6][C:7]1[CH:8]=[C:9]([CH:35]=[CH:36][C:37]=1[CH3:38])[NH:10][C:11]1[C:20]2[C:15](=[CH:16][C:17]([O:23][CH2:24][C:25]3[N:29]([CH3:30])[C:28]4[CH:31]=[CH:32][CH:33]=[CH:34][C:27]=4[N:26]=3)=[C:18]([O:21][CH3:22])[CH:19]=2)[N:14]=[CH:13][N:12]=1)(=O)C.[ClH:39]>CO.C(Cl)Cl>[ClH:39].[OH:6][C:7]1[CH:8]=[C:9]([CH:35]=[CH:36][C:37]=1[CH3:38])[NH:10][C:11]1[C:20]2[C:15](=[CH:16][C:17]([O:23][CH2:24][C:25]3[N:29]([CH3:30])[C:28]4[CH:31]=[CH:32][CH:33]=[CH:34][C:27]=4[N:26]=3)=[C:18]([O:21][CH3:22])[CH:19]=2)[N:14]=[CH:13][N:12]=1 |f:0.1,6.7|. Procedure details: 2M Aqueous sodium hydroxide solution (900 μl) was added to a solution of 4-(3 -acetoxy-4-methylanilino)-6-methoxy-7-((1-methylbenzimidazol-2-yl)methoxy)quinazoline (290 mg, 0.6 mmol) in methanol (15 ml) and methylene chloride (12 ml) and the mixture stirred for 25 minutes at ambient temperature. The solvent was removed by evaporation and the residue was partitioned between ethyl acetate and water. The organic layer was separated, washed with water and brine, dried (MgSO4) and the solvent removed... The reactants are OC1=NC=C(C(=O)OC)C=C1 (methyl 6-hydroxynicotinate), C1(=CC=C(C=C1)CBr)C1=CC=CC=C1 (4-biphenylylmethyl bromide). The reagents and catalysts are C([O-])([O-])=O.[Ag+2] (silver carbonate). The solvent is C1(=CC=CC=C1)C (toluene). Conditions: temperature 50 celsius, time 12 hour. Yields the product C1(=CC=C(C=C1)COC1=NC=C(C(=O)OC)C=C1)C1=CC=CC=C1 (Methyl 6-(4-biphenylylmethoxy)nicotinate). RXN SMILES: [OH:1][C:2]1[CH:11]=[CH:10][C:5]([C:6]([O:8][CH3:9])=[O:7])=[CH:4][N:3]=1.[C:12]1([C:20]2[CH:25]=[CH:24][CH:23]=[CH:22][CH:21]=2)[CH:17]=[CH:16][C:15]([CH2:18]Br)=[CH:14][CH:13]=1>C(=O)([O-])[O-].[Ag+2].C1(C)C=CC=CC=1>[C:12]1([C:20]2[CH:21]=[CH:22][CH:23]=[CH:24][CH:25]=2)[CH:13]=[CH:14][C:15]([CH2:18][O:1][C:2]2[CH:11]=[CH:10][C:5]([C:6]([O:8][CH3:9])=[O:7])=[CH:4][N:3]=2)=[CH:16][CH:17]=1 |f:2.3|. Procedure details: The mixture of methyl 6-hydroxynicotinate (6 g), 4-biphenylylmethyl bromide (7.7 g), silver carbonate (4.8 g), and toluene (60 ml) was stirred at 50° C. for 12 hr. The reaction mixture was further stirred at 100° C. for 6 hr and filtrated. Starting materials: C(C1=CC=CC=C1)(=O)C1=C(C=C2N1CCC2C(=O)OC)Cl (Methyl 5-benzoyl-6-chloro-1,2-dihydro-3H-pyrrolo[1,2-a]pyrrole-1-carboxylate), CO (methanol), C([O-])([O-])=O.[K+].[K+] (potassium carbonate). Run in O (water). The product is C(C1=CC=CC=C1)(=O)C1=C(C=C2N1CCC2C(=O)O)Cl (5-benzoyl-6-chloro-1,2-dihydro-3H-pyrrolo[1,2-a]pyrrole-1-carboxylic acid). RXN SMILES: [C:1]([C:9]1[N:13]2[CH2:14][CH2:15][CH:16]([C:17]([O:19]C)=[O:18])[C:12]2=[CH:11][C:10]=1[Cl:21])(=[O:8])[C:2]1[CH:7]=[CH:6][CH:5]=[CH:4][CH:3]=1.CO.C(=O)([O-])[O-].[K+].[K+]>O>[C:1]([C:9]1[N:13]2[CH2:14][CH2:15][CH:16]([C:17]([OH:19])=[O:18])[C:12]2=[CH:11][C:10]=1[Cl:21])(=[O:8])[C:2]1[CH:3]=[CH:4][CH:5]=[CH:6][CH:7]=1 |f:2.3.4|. Procedure: Methyl 5-benzoyl-6-chloro-1,2-dihydro-3H-pyrrolo[1,2-a]pyrrole-1-carboxylate (1.10 g.) in 30 ml. of methanol containing 2 molar equivalents potassium carbonate in 10 ml. of water is heated at reflux temperature for three hours. The methanol is removed in vacuo and water is added to the residue. The solution is extracted with ethyl acetate, the aqueous phase is cooled to 0° and made acidic with 20% hydrochloric acid. The solid which precipitates is collected by filtration, washed with cold water ... Starting materials: CON(C(=O)C1=NN(C2=C1CCCC=1C2=NC(=NC1)OC)C)C (N,9-dimethoxy-N,1-dimethyl-1,4,5,6-tetrahydropyrazolo[4′,3′:6,7]cyclohepta[1,2-d]pyrimidine-3-carboxamide), [I-].[Na+] (sodium iodide), C[Si](C)(C)Cl (trimethylsilylchloride), [I-].[Na+] (sodium iodide), C[Si](C)(C)Cl (trimethylsilylchloride). Solvent: CC#N (CH3CN). Run at time 24 hour. Product: OC1=NC=C2C(=N1)C1=C(CCC2)C(=NN1C)C(=O)N(C)OC (9-hydroxy-N-methoxy-N,1-dimethyl-1,4,5,6-tetrahydropyrazolo[4′,3′:6,7]cyclohepta[1,2-d]pyrimidine-3-carboxamide). Isolated yield 82.8%. RXN SMILES: [CH3:1][O:2][N:3]([CH3:23])[C:4]([C:6]1[C:10]2[CH2:11][CH2:12][CH2:13][C:14]3[C:15](=[N:16][C:17]([O:20]C)=[N:18][CH:19]=3)[C:9]=2[N:8]([CH3:22])[N:7]=1)=[O:5].[I-].[Na+].C[Si](Cl)(C)C>CC#N>[OH:20][C:17]1[N:16]=[C:15]2[C:9]3[N:8]([CH3:22])[N:7]=[C:6]([C:4]([N:3]([O:2][CH3:1])[CH3:23])=[O:5])[C:10]=3[CH2:11][CH2:12][CH2:13][C:14]2=[CH:19][N:18]=1 |f:1.2|. Reported procedure: To a solution of N,9-dimethoxy-N,1-dimethyl-1,4,5,6-tetrahydropyrazolo[4′,3′:6,7]cyclohepta[1,2-d]pyrimidine-3-carboxamide (583 mg, 1.8 mmol) in CH3CN (35 mL), sodium iodide (550 mg, 3.67 mmol) and trimethylsilylchloride (0.525 mL, 4.14 mmol) were added in sequence. Mixture was stirred for 24 h under argon atmosphere at room temperature then a second portion of sodium iodide (275 mg, 1.8 mmol) and trimethylsilylchloride (0.276 mL, 2.1 mmol) were added in sequence. After 24 h the solvent was evap... Reactants: FC(C(=O)O)(F)F (Trifluoroacetic acid), C(C)(C)(C)OC(N(C)CC(NCC=C)=O)=O (allylcarbamoylmethyl-methyl-carbamic acid tert-butyl ester), C(Cl)Cl (methylene chloride). Run at time 3 hour. Product: Cl.C(C=C)NC(CNC)=O (N-allyl-2-methylamino-acetamide hydrochloride). As a reaction SMILES: FC(F)(F)C(O)=O.C(O[C:13](=O)[N:14]([CH2:16][C:17](=[O:22])[NH:18][CH2:19][CH:20]=[CH2:21])C)(C)(C)C.C(Cl)[Cl:25]>>[ClH:25].[CH2:19]([NH:18][C:17](=[O:22])[CH2:16][NH:14][CH3:13])[CH:20]=[CH2:21] |f:3.4|. Procedure details: Trifluoroacetic acid (7 ml) was added to a solution of the resulting allylcarbamoylmethyl-methyl-carbamic acid tert-butyl ester in methylene chloride (14 ml), and the mixture was stirred at room temperature for three hours. The reaction solution was concentrated under reduced pressure, and 4 N hydrochloric acid-dioxane was then added to the resulting residue. The mixture was concentrated under reduced pressure again to give N-allyl-2-methylamino-acetamide hydrochloride (577 mg). This was used in... Reactants: O=C1C2C(=CC=3CCCOC31)OCC2 (2,3,7,8-tetrahydro-4-oxofuro[2,3-g]benzopyran), Cl.NO (hydroxylamine hydrochloride), C(C)(=O)[O-].[Na+] (sodium acetate). Run in C(C)O (ethanol). Product: ON=C1C=2C(=CC=3CCCOC31)OCC2 (7,8-dihydro-4-hydroxyiminofuro[2,3-g]benzopyran). As a reaction SMILES: O=[C:2]1[C:11]2[O:10][CH2:9][CH2:8][CH2:7][C:6]=2[CH:5]=[C:4]2[O:12][CH2:13][CH2:14][CH:3]12.Cl.[NH2:16][OH:17].C([O-])(=O)C.[Na+]>C(O)C>[OH:17][N:16]=[C:2]1[C:11]2[O:10][CH2:9][CH2:8][CH2:7][C:6]=2[CH:5]=[C:4]2[O:12][CH2:13][CH:14]=[C:3]12 |f:1.2,3.4|. Procedure: 27.4 g of 2,3,7,8-tetrahydro-4-oxofuro[2,3-g]benzopyran (see Preparation 1), 42 g of hydroxylamine hydrochloride and 41.9 g of sodium acetate in 288 ml of ethanol are heated at reflux for 1 hour. The solvent is evaporated off and the residue is taken up in dichloromethane and washed with water. After drying over magnesium sulphate, evaporation and then recrystallisation from ethanol, 21.85 g of the desired compound are obtained. The reactants are CCc1cccc(N)c1, CS(=O)(=O)O, N#CNc1cc(Cl)ccc1Cl, Clc1ccccc1. Yields the product CS(=O)(=O)O, CCc1cccc(NC(=N)Nc2cc(Cl)ccc2Cl)c1. RXN SMILES: [CH2:17]([CH3:18])[c:19]1[cH:20][c:21]([NH2:22])[cH:23][cH:24][cH:25]1.[CH3:12][S:13](=[O:14])(=[O:15])[OH:16].[Cl:1][c:2]1[c:3]([NH:9][C:10]#[N:11])[cH:4][c:5]([Cl:8])[cH:6][cH:7]1.[Cl:26][c:27]1[cH:28][cH:29][cH:30][cH:31][cH:32]1>>[CH3:12][S:13](=[O:14])(=[O:15])[OH:16].[Cl:1][c:2]1[c:3]([NH:9][C:10](=[NH:11])[NH:22][c:21]2[cH:20][c:19]([CH2:17][CH3:18])[cH:25][cH:24][cH:23]2)[cH:4][c:5]([Cl:8])[cH:6][cH:7]1.